From a dataset of the Open Reaction Database (ORD), a public repository of structured organic reaction records. describe an organic reaction: reactants, conditions, products, and yield Reactants: ClCCl, O=S(=O)(Oc1cc(O)c2ccccc2c1)C(F)(F)F, OB(O)c1ccc(OC(F)(F)F)cc1, O=C(O)C(F)(F)F, c1ccc(P(c2ccccc2)(c2ccccc2)[Pd](P(c2ccccc2)(c2ccccc2)c2ccccc2)(P(c2ccccc2)(c2ccccc2)c2ccccc2)P(c2ccccc2)(c2ccccc2)c2ccccc2)cc1. Product: Oc1cc(-c2ccc(OC(F)(F)F)cc2)cc2ccccc12. RXN SMILES: [Cl:34][CH2:35][Cl:36].[F:1][C:2]([F:3])([F:4])[S:5]([O:6][c:7]1[cH:8][c:9]2[cH:10][cH:11][cH:12][cH:13][c:14]2[c:15]([OH:17])[cH:16]1)(=[O:18])=[O:19].[F:20][C:21]([O:22][c:23]1[cH:24][cH:25][c:26]([B:29]([OH:30])[OH:31])[cH:27][cH:28]1)([F:32])[F:33].[F:37][C:38]([F:39])([F:40])[C:41]([OH:42])=[O:43].[cH:44]1[cH:45][cH:46][c:47]([P:48]([Pd:49]([P:50]([c:51]2[cH:52][cH:53][cH:54][cH:55][cH:56]2)([c:57]2[cH:58][cH:59][cH:60][cH:61][cH:62]2)[c:63]2[cH:64][cH:65][cH:66][cH:67][cH:68]2)([P:69]([c:70]2[cH:71][cH:72][cH:73][cH:74][cH:75]2)([c:76]2[cH:77][cH:78][cH:79][cH:80][cH:81]2)[c:82]2[cH:83][cH:84][cH:85][cH:86][cH:87]2)[P:88]([c:89]2[cH:90][cH:91][cH:92][cH:93][cH:94]2)([c:95]2[cH:96][cH:97][cH:98][cH:99][cH:100]2)[c:101]2[cH:102][cH:103][cH:104][cH:105][cH:106]2)([c:107]2[cH:108][cH:109][cH:110][cH:111][cH:112]2)[c:113]2[cH:114][cH:115][cH:116][cH:117][cH:118]2)[cH:119][cH:120]1>>[c:7]1(-[c:26]2[cH:25][cH:24][c:23]([O:22][C:21]([F:20])([F:32])[F:33])[cH:28][cH:27]2)[cH:8][c:9]2[cH:10][cH:11][cH:12][cH:13][c:14]2[c:15]([OH:17])[cH:16]1. Starting materials: resultant solution, CC(C)C1=C(C(=CC=C1)C(C)C)NC(CBr)=O (N-[2,6-bis(1-methylethyl)phenyl]-2-bromoacetamide), [H-].[Na+] (sodium hydride), P(OCC1=CC=CC=C1)(OCC1=CC=CC=C1)[O-] (dibenzyl phosphite). The solvent is O1CCCC1 (tetrahydrofuran). Conditions: temperature 50 celsius, time 8 hour. Yields the product C(C1=CC=CC=C1)OP(OCC1=CC=CC=C1)[O-].[Na+] (sodium dibenzylphosphite), title compound. As a reaction SMILES: [H-].[Na+:2].[P:3]([O-:20])([O:12][CH2:13][C:14]1[CH:19]=[CH:18][CH:17]=[CH:16][CH:15]=1)[O:4][CH2:5][C:6]1[CH:11]=[CH:10][CH:9]=[CH:8][CH:7]=1.CC(C1C=CC=C(C(C)C)C=1NC(=O)CBr)C>O1CCCC1>[CH2:13]([O:12][P:3]([O-:20])[O:4][CH2:5][C:6]1[CH:7]=[CH:8][CH:9]=[CH:10][CH:11]=1)[C:14]1[CH:15]=[CH:16][CH:17]=[CH:18][CH:19]=1.[Na+:2] |f:0.1,5.6|. Procedure details: A solution of sodium dibenzylphosphite is prepared by the addition of a 60% mineral oil dispersion of sodium hydride (0.4 g, 0.01 mol) to a solution of dibenzyl phosphite (2.62 g, 0.01 mol) in dry tetrahydrofuran (20 mL). To the resultant solution is added N-[2,6-bis(1-methylethyl)phenyl]-2-bromoacetamide (2.98 g, 0.01 mol) and the mixture is stirred at 50° C. overnight. The reaction mixture is filtered and concentrated. Flash chromatography and crystallization affords 1.4 g of the title compoun... Reactants: Clc1cnc2ccccc2n1, [K+], [K+], O=C1CCCC2(CCNCC2)N1, O=C([O-])[O-], CN(C)C=O. Yields the product O=C1CCCC2(CCN(c3cnc4ccccc4n3)CC2)N1. As a reaction SMILES: [Cl:13][c:14]1[n:15][c:16]2[cH:17][cH:18][cH:19][cH:20][c:21]2[n:22][cH:23]1.[K+:24].[K+:25].[NH:1]1[C:2](=[O:12])[CH2:3][CH2:4][CH2:5][C:6]12[CH2:7][CH2:8][NH:9][CH2:10][CH2:11]2.[O-:26][C:27]([O-:28])=[O:29].[O:30]=[CH:31][N:32]([CH3:33])[CH3:34]>>[NH:1]1[C:2](=[O:12])[CH2:3][CH2:4][CH2:5][C:6]12[CH2:7][CH2:8][N:9]([c:14]1[n:15][c:16]3[cH:17][cH:18][cH:19][cH:20][c:21]3[n:22][cH:23]1)[CH2:10][CH2:11]2. Starting materials: Cl (hydrochloric acid), C(C1=CC=CC=C1)OC(=O)N[C@@H](/C=C/C(=O)OC)CF (methyl (S)-(E)-4-(benzyloxycarbonylamino)-5-fluoro-2-pentenoate), O (water). Solvent: FC(C(=O)O)(F)F (trifluoroacetic acid). Reaction conditions: time 3 hour. The product is Cl.N[C@@H](/C=C/C(=O)OC)CF (methyl (S)-(E)-4-amino-5-fluoro-2-pentenoate hydrochloride). RXN SMILES: C(OC([NH:11][C@H:12]([CH2:19][F:20])/[CH:13]=[CH:14]/[C:15]([O:17][CH3:18])=[O:16])=O)C1C=CC=CC=1.[ClH:21].O>FC(F)(F)C(O)=O>[ClH:21].[NH2:11][C@H:12]([CH2:19][F:20])/[CH:13]=[CH:14]/[C:15]([O:17][CH3:18])=[O:16] |f:4.5|. Reported procedure: 690 ml of 26B was stirred in 25 ml of trifluoroacetic acid at room temperature for 10 minutes. Then 5 ml of concentrated hydrochloric acid was added drop-by-drop. The resulting solution was stirred at room temperature for three hours, then 16 ml of water was added, and the resulting solution was stirred at room temperature for 16 hours. Then the solvent was evaporated, the residue was dissolved in 30 ml of 2N hydrochloric acid and the resulting solution was extracted with ether, and the solvent ...